From a dataset of the Open Reaction Database (ORD), a public repository of structured organic reaction records. describe an organic reaction: reactants, conditions, products, and yield Reactants: CCC(=O)Cl, ClCCl, COC(=O)c1ccc(-c2noc(-c3ccc(N4CCCCC4C)c(N)c3)n2)cc1F, c1ccncc1. Product: CCC(=O)Nc1cc(-c2nc(-c3ccc(C(=O)OC)c(F)c3)no2)ccc1N1CCCCC1C. Reaction SMILES: [C:31]([CH2:32][CH3:33])(=[O:34])[Cl:35].[Cl:36][CH2:37][Cl:38].[NH2:1][c:2]1[cH:3][c:4](-[c:15]2[n:16][c:17](-[c:20]3[cH:21][c:22]([F:30])[c:23]([C:24](=[O:25])[O:26][CH3:27])[cH:28][cH:29]3)[n:18][o:19]2)[cH:5][cH:6][c:7]1[N:8]1[CH:9]([CH3:14])[CH2:10][CH2:11][CH2:12][CH2:13]1.[cH:39]1[cH:40][cH:41][n:42][cH:43][cH:44]1>>[NH:1]([c:2]1[cH:3][c:4](-[c:15]2[n:16][c:17](-[c:20]3[cH:21][c:22]([F:30])[c:23]([C:24](=[O:25])[O:26][CH3:27])[cH:28][cH:29]3)[n:18][o:19]2)[cH:5][cH:6][c:7]1[N:8]1[CH:9]([CH3:14])[CH2:10][CH2:11][CH2:12][CH2:13]1)[C:31]([CH2:32][CH3:33])=[O:34]. Reactants: C(C1=CC=CC=C1)N1CCOC2=C(C1=O)C=CC(=N2)F (4-benzyl-8-fluoro-3,4-dihydropyrido[3,2-f][1,4]oxazepin-5(2H)-one), ClC1=C(C=CC=C1)O (2-chlorophenol), C([O-])([O-])=O.[K+].[K+] (potassium carbonate), CN(C)C=O (DMF). The solvent is O (water). Reaction conditions: temperature 100 celsius, time 16 hour. The product is C(C1=CC=CC=C1)N1CCOC2=C(C1=O)C=CC(=N2)OC2=C(C=CC=C2)Cl (4-benzyl-8-(2-chlorophenoxy)-3,4-dihydropyrido[3,2-f][1,4]oxazepin-5(2H)-one). The yield is 84.0%. Reaction SMILES: [CH2:1]([N:8]1[C:14](=[O:15])[C:13]2[CH:16]=[CH:17][C:18](F)=[N:19][C:12]=2[O:11][CH2:10][CH2:9]1)[C:2]1[CH:7]=[CH:6][CH:5]=[CH:4][CH:3]=1.[Cl:21][C:22]1[CH:27]=[CH:26][CH:25]=[CH:24][C:23]=1[OH:28].C(=O)([O-])[O-].[K+].[K+].CN(C=O)C>O>[CH2:1]([N:8]1[C:14](=[O:15])[C:13]2[CH:16]=[CH:17][C:18]([O:28][C:23]3[CH:24]=[CH:25][CH:26]=[CH:27][C:22]=3[Cl:21])=[N:19][C:12]=2[O:11][CH2:10][CH2:9]1)[C:2]1[CH:7]=[CH:6][CH:5]=[CH:4][CH:3]=1 |f:2.3.4|. Procedure details: A mixture of the compound obtained in Example 28, step 1 (0.50 g), 2-chlorophenol (0.23 mL), potassium carbonate (0.76 g) and DMF (10 mL) was stirred at 100° C. for 16 hr. The reaction solution was poured into water, and the resulting product was extracted with ethyl acetate. The organic layer was washed with water and saturated brine and dried, and the solvent was evaporated under reduced pressure. The residue was purified by silica gel column chromatography (solvent gradient; 0→40% ethyl aceta...